From a dataset of the Open Reaction Database (ORD), a public repository of structured organic reaction records. describe an organic reaction: reactants, conditions, products, and yield Yields the product ClC=1C=C(C2=C(N(C(C(O2)(C)C)=O)C)C1)C(=O)O (6-chloro-3,4-dihydro-2,2,4-trimethyl-3-oxo-2H-1,4-benzoxazine-8-carboxylic acid). The reactants are resultant solution, CI (methyl iodide), O (water), ClC=1C=C(C2=C(NC(C(O2)(C)C)=O)C1)C(=O)OC (methyl 6-chloro-3,4-dihydro-2,2-dimethyl-3-oxo-2H-1,4-benzoxazine-8-carboxylate), CC(C)([O-])C.[K+] (potassium t-butoxide). Yield: 92.9%. Reported procedure: To a solution of 4.2 g of methyl 6-chloro-3,4-dihydro-2,2-dimethyl-3-oxo-2H-1,4-benzoxazine-8-carboxylate in 20 ml of dimethylformamide is added 2.27 g of potassium t-butoxide, and the solution stirred at room temperature for 30 minutes. To the resultant solution is added dropwise a solution of 2.95 g of methyl iodide in 5 ml of dimethylformamide, and the solution stirred for 2.5 hours. To the resulting solution are added water and ethyl acetate to separate the organic layer followed by washing ... As a reaction SMILES: [Cl:1][C:2]1[CH:3]=[C:4]([C:15]([O:17]C)=[O:16])[C:5]2[O:10][C:9]([CH3:12])([CH3:11])[C:8](=[O:13])[NH:7][C:6]=2[CH:14]=1.[CH3:19]C(C)([O-])C.[K+].CI.O>CN(C)C=O.C(OCC)(=O)C>[Cl:1][C:2]1[CH:3]=[C:4]([C:15]([OH:17])=[O:16])[C:5]2[O:10][C:9]([CH3:11])([CH3:12])[C:8](=[O:13])[N:7]([CH3:19])[C:6]=2[CH:14]=1 |f:1.2|. Conditions: time 30 minute. The solvent is CN(C=O)C (dimethylformamide), C(C)(=O)OCC (ethyl acetate), CN(C=O)C (dimethylformamide). Yields the product CC(C)(C)OC(=O)n1ccc2cc(C=O)ccc21. Reactants: CC(C)(C)OC(=O)OC(C)(C)C, CN(C)c1ccncc1, CC#N, CCOC(C)=O, O=Cc1ccc2[nH]ccc2c1. RXN SMILES: [C:12]([CH3:13])([CH3:14])([CH3:15])[O:16][C:17]([O:18][C:20]([CH3:21])([CH3:22])[CH3:23])=[O:19].[CH3:24][N:25]([CH3:26])[c:27]1[cH:28][cH:29][n:30][cH:31][cH:32]1.[CH3:33][C:34]#[N:35].[CH3:36][CH2:37][O:38][C:39]([CH3:40])=[O:41].[CH:1](=[O:2])[c:3]1[cH:4][c:5]2[cH:6][cH:7][nH:8][c:9]2[cH:10][cH:11]1>>[CH:1](=[O:2])[c:3]1[cH:4][c:5]2[cH:6][cH:7][n:8]([C:17]([O:16][C:12]([CH3:13])([CH3:14])[CH3:15])=[O:18])[c:9]2[cH:10][cH:11]1. The reactants are C(C1=CC=CC=C1)(C1=CC=CC=C1)=NN (benzophenone hydrazone), BrC1=CC=C(C=C1)C (1-bromo-4-methylbenzene). Product: C1(=CC=CC=C1)C(=NNC1=CC=C(C=C1)C)C1=CC=CC=C1 (1-(diphenylmethylene)-2-p-tolylhydrazine). As a reaction SMILES: [C:1](=[N:14][NH2:15])([C:8]1[CH:13]=[CH:12][CH:11]=[CH:10][CH:9]=1)[C:2]1[CH:7]=[CH:6][CH:5]=[CH:4][CH:3]=1.Br[C:17]1[CH:22]=[CH:21][C:20]([CH3:23])=[CH:19][CH:18]=1>>[C:2]1([C:1]([C:8]2[CH:9]=[CH:10][CH:11]=[CH:12][CH:13]=2)=[N:14][NH:15][C:17]2[CH:22]=[CH:21][C:20]([CH3:23])=[CH:19][CH:18]=2)[CH:7]=[CH:6][CH:5]=[CH:4][CH:3]=1. Reported procedure: General procedure A was used to convert benzophenone hydrazone (6.31 g, 32.3 mmol; Aldrich) and 1-bromo-4-methylbenzene 5.0 g, 29.2 mmol; Aldrich) into the title compound: MS (DCI/NH3) m/z 287 (M+H)+.